Dataset: the Open Reaction Database (ORD), a public repository of structured organic reaction records. Task: describe an organic reaction: reactants, conditions, products, and yield Starting materials: C(C)OC(=O)C1=NN(C(=C1N)C1=CC=C(C=C1)Cl)C1=C(C=CC=C1)Cl (4-amino-1-(2-chlorophenyl)-5-(4-chlorophenyl)-1H-pyrazole-3-carboxylic acid ethyl ester), Br (HBr), C(C1=CC=CC=C1)CC([S-])=N (benzylthioacetimidate), C(C1=CC=CC=C1)CC([S-])=N (benzylthioacetimidate), Br (HBr). The solvent is N1=CC=CC=C1 (pyridine). Run at temperature 115 celsius, time 1 hour. Product: ClC1=CC=C(C=C1)C=1N(N=C2C1N=C(N=C2O)C)C2=C(C=CC=C2)Cl (3-(4-Chlorophenyl)-2-(2-chlorophenyl)-5-methyl-2H pyrazolo[4,3-d]pyrimidin-7-ol). Reaction SMILES: C(O[C:4]([C:6]1[C:10]([NH2:11])=[C:9]([C:12]2[CH:17]=[CH:16][C:15]([Cl:18])=[CH:14][CH:13]=2)[N:8]([C:19]2[CH:24]=[CH:23][CH:22]=[CH:21][C:20]=2[Cl:25])[N:7]=1)=[O:5])C.C([CH2:33][C:34](=[NH:36])[S-])C1C=CC=CC=1.Br>N1C=CC=CC=1>[Cl:18][C:15]1[CH:16]=[CH:17][C:12]([C:9]2[N:8]([C:19]3[CH:24]=[CH:23][CH:22]=[CH:21][C:20]=3[Cl:25])[N:7]=[C:6]3[C:4]([OH:5])=[N:36][C:34]([CH3:33])=[N:11][C:10]=23)=[CH:13][CH:14]=1. Reported procedure: A mixture of 4-amino-1-(2-chlorophenyl)-5-(4-chlorophenyl)-1H-pyrazole-3-carboxylic acid ethyl ester I-2A-1a (21.4 g, 57 mmol) and benzylthioacetimidate.HBr (12.6 g, 51 mmol) in pyridine was heated at 115° C. (see Yuan et al., Bioorg. & Med. Chem. Lett., 12, 2133–2136 (2002)). Additional benzylthioacetimidate.HBr (12.6 g) was added after 0.5 h and 1.5 h. The reaction mixture was stirred for an additional 1 h at 115° C. After cooling to room temperature, a yellow solid precipitated out of solutio...